Dataset: the Open Reaction Database (ORD), a public repository of structured organic reaction records. Task: describe an organic reaction: reactants, conditions, products, and yield Starting materials: CCO, [Na+], CCOC(=O)CC1CCCc2cc(OCc3cccc(Oc4ccccc4)c3)ccc21, C1CCOC1, [OH-], O, O=C(O)CC(O)(CC(=O)O)C(=O)O. The product is O=C(O)CC1CCCc2cc(OCc3cccc(Oc4ccccc4)c3)ccc21. RXN SMILES: [CH3:32][CH2:33][OH:34].[Na+:36].[O:1]([c:2]1[cH:3][cH:4][cH:5][cH:6][cH:7]1)[c:8]1[cH:9][c:10]([CH2:11][O:12][c:13]2[cH:14][c:15]3[c:20]([cH:21][cH:22]2)[CH:19]([CH2:23][C:24](=[O:25])[O:26][CH2:27][CH3:28])[CH2:18][CH2:17][CH2:16]3)[cH:29][cH:30][cH:31]1.[O:51]1[CH2:52][CH2:53][CH2:54][CH2:55]1.[OH-:35].[OH2:50].[OH:37][C:38]([CH2:39][C:40]([C:41](=[O:42])[OH:43])([CH2:44][C:45](=[O:46])[OH:47])[OH:48])=[O:49]>>[O:1]([c:2]1[cH:3][cH:4][cH:5][cH:6][cH:7]1)[c:8]1[cH:9][c:10]([CH2:11][O:12][c:13]2[cH:14][c:15]3[c:20]([cH:21][cH:22]2)[CH:19]([CH2:23][C:24](=[O:25])[OH:26])[CH2:18][CH2:17][CH2:16]3)[cH:29][cH:30][cH:31]1. Starting materials: CC=1C=CC(=C2C1OCC21CC1)O (7-methylspiro[2H-benzofuran-3,1′-cyclopropane]-4-ol), CC=1C=CC(=C2C1OCC21CC1)O (7-methylspiro[2H-benzofuran-3,1′-cyclopropane]-4-ol), CN(C)C=O (DMF), ClC1=NC=C(C=N1)N1C(NC(C1=O)(C)C)=O (3-(2-chloropyrimidin-5-yl)-5,5-dimethyl-imidazolidine-2,4-dione), ClC1=NC=C(C=N1)N1C(NC(C1=O)(C)C)=O (3-(2-chloropyrimidin-5-yl)-5,5-dimethyl-imidazolidine-2,4-dione). Reaction conditions: temperature 80 celsius, time 2 hour. The product is CC1(C(N(C(N1)=O)C=1C=NC(=NC1)OC1=CC=C(C2=C1C1(CC1)CO2)C)=O)C (5,5-dimethyl-3-[2-(7-methylspiro[2H-benzofuran-3,1′-cyclopropane]-4-yl)oxypyrimidin-5-yl]imidazolidine-2,4-dione). The yield is 57.0%. RXN SMILES: [CH3:1][C:2]1[CH:3]=[CH:4][C:5]([OH:13])=[C:6]2[C:10]3([CH2:12][CH2:11]3)[CH2:9][O:8][C:7]=12.CN(C=O)C.Cl[C:20]1[N:25]=[CH:24][C:23]([N:26]2[C:30](=[O:31])[C:29]([CH3:33])([CH3:32])[NH:28][C:27]2=[O:34])=[CH:22][N:21]=1>>[CH3:32][C:29]1([CH3:33])[NH:28][C:27](=[O:34])[N:26]([C:23]2[CH:24]=[N:25][C:20]([O:13][C:5]3[C:6]4[C:10]5([CH2:9][O:8][C:7]=4[C:2]([CH3:1])=[CH:3][CH:4]=3)[CH2:12][CH2:11]5)=[N:21][CH:22]=2)[C:30]1=[O:31]. Reported procedure: To a solution of 7-methylspiro[2H-benzofuran-3,1′-cyclopropane]-4-ol (Intermediate 156, 18 mg, 0.1 mmol) in dry DMF (1 ml) potassium carbonate (27.6 mg, 0.2 mmol) and then 3-(2-chloropyrimidin-5-yl)-5,5-dimethyl-imidazolidine-2,4-dione (Intermediate 166, 20 mg, 0.083 mmol) were added and the reaction mixture was stirred for 2 hours at 80° C. After cooling the reaction mixture was quenched with water (1 ml), diluted with brine (5 ml) and extracted with ethyl acetate (2×10 ml). The organic layer w... The reactants are N1C(=NC=C1)C=O (imidazole-2-carboxaldehyde), ClC=1N=C(C2=C(N1)C=C(S2)CN2CCNCC2)N2CCOCC2 (2-chloro-4-morpholin-4-yl-6-piperazin-1-ylmethyl-thieno[3,2-d]pyrimidine), C(=O)(OC(C)(C)C)N1CCNCC1 (1-BOC-piperazine). The product is amine, ClC=1N=C(C2=C(N1)C=C(S2)CN2CCN(CC2)CC=2NC=CN2)N2CCOCC2 (2-chloro-6-[4-(1H-imidazol-2-ylmethyl)-piperazin-1-ylmethyl]-4-morpholin-4-yl-thieno[3,2-d]pyrimidine). RXN SMILES: [Cl:1][C:2]1[N:3]=[C:4]([N:18]2[CH2:23][CH2:22][O:21][CH2:20][CH2:19]2)[C:5]2[S:10][C:9]([CH2:11][N:12]3[CH2:17][CH2:16][NH:15][CH2:14][CH2:13]3)=[CH:8][C:6]=2[N:7]=1.C([N:31]1[CH2:36][CH2:35][NH:34][CH2:33][CH2:32]1)(OC(C)(C)C)=O.N1C=CN=C1C=O>>[Cl:1][C:2]1[N:3]=[C:4]([N:18]2[CH2:19][CH2:20][O:21][CH2:22][CH2:23]2)[C:5]2[S:10][C:9]([CH2:11][N:12]3[CH2:17][CH2:16][N:15]([CH2:36][C:35]4[NH:31][CH:32]=[CH:33][N:34]=4)[CH2:14][CH2:13]3)=[CH:8][C:6]=2[N:7]=1. Procedure: Via 2-chloro-4-morpholin-4-yl-6-piperazin-1-ylmethyl-thieno[3,2-d]pyrimidine, prepared from 1-BOC-piperazine followed by treatment with HCL and subsequent reaction with imidazole-2-carboxaldehyde using standard reductive amination conditions. The amine, 2-chloro-6-[4-(1H-imidazol-2-ylmethyl)-piperazin-1-ylmethyl]-4-morpholin-4-yl-thieno[3,2-d]pyrimidine was subsequently isolated.